This data is from the Open Reaction Database (ORD), a public repository of structured organic reaction records. The task is: describe an organic reaction: reactants, conditions, products, and yield The reactants are BrC1=CC(=C(C=C1C)O)F (4-bromo-2-fluoro-5-methylphenol), [N+](=O)(O)[O-] (nitric acid). Solvent: C(C)(=O)O (acetic acid), C(Cl)(Cl)Cl (chloroform). Run at time 18 hour. The product is BrC1=C(C(=C(C(=C1)F)O)[N+](=O)[O-])C (4-bromo-6-fluoro-3-methyl-2-nitrophenol). Yield: 50.0%. RXN SMILES: [Br:1][C:2]1[C:7]([CH3:8])=[CH:6][C:5]([OH:9])=[C:4]([F:10])[CH:3]=1.[N+:11]([O-])([OH:13])=[O:12]>C(O)(=O)C.C(Cl)(Cl)Cl>[Br:1][C:2]1[CH:3]=[C:4]([F:10])[C:5]([OH:9])=[C:6]([N+:11]([O-:13])=[O:12])[C:7]=1[CH3:8]. Reported procedure: To a solution of 4-bromo-2-fluoro-5-methylphenol (1.26 g, 6.15 mmol) in acetic acid (4 mL) and chloroform (2 mL) was added concentrated nitric acid (0.392 mL, 6.15 mmol) at −10° C. and the mixture was stirred at room temperature for 18 hours and then at 50° C. for 20 minutes (−50% desired product). The reaction mixture was diluted with ethyl acetate, then washed with water and saturated brine. The organic layer was separated, dried over anhydrous magnesium sulfate, concentrated and purified on s... Starting materials: FC(C(C(=O)O)=C)(F)F (2-Trifluoromethyl-acrylic acid), NC1=CC(=C(C#N)C=C1)C(F)(F)F (4-Amino-2-trifluoromethyl-benzonitrile). Solvent: S(=O)(Cl)Cl (thionyl chloride), C(C)OCC (diethyl ether). The product is C(#N)C1=C(C=C(C=C1)NC(C(=C)C(F)(F)F)=O)C(F)(F)F (N-(4-Cyano-3-trifluoromethyl-phenyl)-2-trifluoromethyl-acrylamide). As a reaction SMILES: [F:1][C:2]([F:9])([F:8])[C:3](=[CH2:7])[C:4](O)=[O:5].[NH2:10][C:11]1[CH:18]=[CH:17][C:14]([C:15]#[N:16])=[C:13]([C:19]([F:22])([F:21])[F:20])[CH:12]=1>S(Cl)(Cl)=O.C(OCC)C>[C:15]([C:14]1[CH:17]=[CH:18][C:11]([NH:10][C:4](=[O:5])[C:3]([C:2]([F:9])([F:8])[F:1])=[CH2:7])=[CH:12][C:13]=1[C:19]([F:20])([F:21])[F:22])#[N:16]. Reported procedure: 2-Trifluoromethyl-acrylic acid (36.0 mmoL) in thionyl chloride (2.86 mL) was refluxed for 30 min. Excess thionyl chloride was removed in vacuo to yield a residue. 4-Amino-2-trifluoromethyl-benzonitrile (36.0 mmoL) in diethyl ether (50 mL) was added dropwise to the residue at −40° C. The reaction mixture was slowly warmed to room temperature. The reaction mixture was then partitioned between diethyl ether and water. The diethyl ether layer was washed with saturated sodium bicarbonate, then brine,... Starting materials: C(#N)C1CC2C3=CC=CC=C3C1C=1C=CC=CC21 (11-cyano-9,10-dihydro-9,10-ethanoanthracene), C(CN)N (ethylenediamine), S (hydrogen sulfide), O (water). The solvent is CCOCC (ether). Conditions: temperature 130 celsius, time 20 hour. Product: N1C(=NCC1)C1CC2C3=CC=CC=C3C1C=1C=CC=CC21 (11-(2-imidazolin-2-yl)-9,10-dihydro-9,10-ethanoanthracene). The yield is 91.6%. RXN SMILES: [C:1]([CH:3]1[CH:12]2[C:13]3[CH:14]=[CH:15][CH:16]=[CH:17][C:18]=3[CH:5]([C:6]3[C:11]2=[CH:10][CH:9]=[CH:8][CH:7]=3)[CH2:4]1)#[N:2].[CH2:19](N)[CH2:20][NH2:21].S.O>CCOCC>[NH:2]1[CH2:19][CH2:20][N:21]=[C:1]1[CH:3]1[CH:12]2[C:11]3[CH:10]=[CH:9][CH:8]=[CH:7][C:6]=3[CH:5]([C:18]3[C:13]2=[CH:14][CH:15]=[CH:16][CH:17]=3)[CH2:4]1. Procedure: A mixture of 11-cyano-9,10-dihydro-9,10-ethanoanthracene (4.6 g), ethylenediamine (1.5 g) and hydrogen sulfide (about 100 mg) is stirred at 130° C for 20 hours. The reaction mixture is mixed with water and ether to be distributed in two layers. The ether layer is washed with water, dried, and evaporated to remove the ether. The residue is recrystallized from ether to give 11-(2-imidazolin-2-yl)-9,10-dihydro-9,10-ethanoanthracene (5.0 g) as crude crystals. IR (KBr), 1621 cm-1 (N--C=N). Reactants: [OH-].[Na+] (NaOH), FC(C1=CC(=C(C=C1)O)[N+](=O)[O-])(F)F (4-trifluoromethyl-2-nitrophenol), [Sn] (tin), [Cl-] (chloride). Yields the product NC1=C(C=CC(=C1)C(F)(F)F)O (2-amino-4-trifluoromethylphenol). Isolated yield 83.3%. Solvent: C(C)O (ethanol). Procedure: A mixture of 4-trifluoromethyl-2-nitrophenol (1.0 g, 4.8 mmol) and tin (It) chloride (5.4 g, 24.2 mmol) in ethanol (150 mL) was heated at 80° C. under argon. After 2 hours, the starting material had disappeared and the solution was allowed to cool down and then poured into ice. The pH was made slightly basic (pH7-8), by addition of solid NaOH, before being extracted with ethyl acetate. The organic phase was washed with brine, dried over MgSO4 and filtered. The solvent was evaporated and chromato... As a reaction SMILES: [F:1][C:2]([F:14])([F:13])[C:3]1[CH:8]=[CH:7][C:6]([OH:9])=[C:5]([N+:10]([O-])=O)[CH:4]=1.[Sn].[Cl-].[OH-].[Na+]>C(O)C>[NH2:10][C:5]1[CH:4]=[C:3]([C:2]([F:1])([F:13])[F:14])[CH:8]=[CH:7][C:6]=1[OH:9] |f:3.4,^3:14|. Run at temperature 80 celsius, time 2 hour. Run in CN(C)C=O (DMF). Starting materials: C(CC)C1=C(C=CC(=C1)OCCC=1N=C(OC1C)C1=CC=C(C=C1)C1=CC=CC=C1)O (2-propyl-4-[2-(5-methyl-2-biphenyl-4-yl-oxazole-4-yl)ethoxy]phenol), BrCC(=O)OCC (ethyl 2-bromoethanoate), C([O-])([O-])=O.[Cs+].[Cs+] (cesium carbonate). Reaction SMILES: [CH2:1]([C:4]1[CH:9]=[C:8]([O:10][CH2:11][CH2:12][C:13]2[N:14]=[C:15]([C:19]3[CH:24]=[CH:23][C:22]([C:25]4[CH:30]=[CH:29][CH:28]=[CH:27][CH:26]=4)=[CH:21][CH:20]=3)[O:16][C:17]=2[CH3:18])[CH:7]=[CH:6][C:5]=1[OH:31])[CH2:2][CH3:3].Br[CH2:33][C:34]([O:36][CH2:37][CH3:38])=[O:35].C(=O)([O-])[O-].[Cs+].[Cs+]>CN(C=O)C>[CH2:37]([O:36][C:34](=[O:35])[CH2:33][O:31][C:5]1[CH:6]=[CH:7][C:8]([O:10][CH2:11][CH2:12][C:13]2[N:14]=[C:15]([C:19]3[CH:20]=[CH:21][C:22]([C:25]4[CH:26]=[CH:27][CH:28]=[CH:29][CH:30]=4)=[CH:23][CH:24]=3)[O:16][C:17]=2[CH3:18])=[CH:9][C:4]=1[CH2:1][CH2:2][CH3:3])[CH3:38] |f:2.3.4|. The product is C(C)OC(COC1=C(C=C(C=C1)OCCC=1N=C(OC1C)C1=CC=C(C=C1)C1=CC=CC=C1)CCC)=O (2-{ 4-[2-(2-biphenyl-4-yl-5-methyloxazol-4-yl)ethoxy]-2-propylphenoxy}ethanoic acid ethyl ester). Reaction conditions: temperature 55 celsius. Procedure details: A mixture of 2-propyl-4-[2-(5-methyl-2-biphenyl-4-yl-oxazole-4-yl)ethoxy]phenol (0.90 mmol) (see Ex. 60, part B), ethyl 2-bromoethanoate (2.25 mmol) and cesium carbonate (0.45 g, 1.38 mmol) in anhydrous DMF (4 mL) was heated for 24 h at 55° C. The mixture was concentrated in vacuo, and the residue was partitioned between ethyl acetate (50 mL) and water (40 mL,), washed with brine, dried (Na2SO4), and removed in vacuo to give a crude oil which was purified using radial chromatography eluting with... Solvent: O1CCCC1 (tetrahydrofuran), O1CCCC1 (tetrahydrofuran), O1CCCC1 (tetrahydrofuran). Reported procedure: 0.802 g (33 mmol) of magnesium chips were put into 5 ml of tetrahydrofuran. Then 2.37 g (11 mmol) of dibromobutane in 30 ml tetrahydrofuran was added in 1 hour. The reaction mixture was refluxed for 2 hours, then 2.55 g (22 mmol) of tetramethylethylenediamine was added and refluxed for another hour. To the suspension, cooled to 0° C., was then added 3.52 g (10 mmol) of (3aS,6aR)-1-[(R)-(1-phenylethyl)]-3-benzyl-dihydro-1H-thieno[3,4-d]imidazol-2,4(3H,3aH)-dione in 50 ml of tetrahydrofuran. Then ... The yield is 28.0%. The reactants are C1(=CC=CC=C1)[C@@H](C)N1C(N([C@H]2[C@@H]1CSC2=O)CC2=CC=CC=C2)=O ((3aS,6aR)-1-[(R)-(1-phenylethyl)]-3-benzyl-dihydro-1H-thieno[3,4-d]imidazol-2,4(3H,3aH)-dione), [Mg] (magnesium), C(=O)=O (Carbon dioxide), ice, Cl (hydrochloric acid), CN(CCN(C)C)C (tetramethylethylenediamine), BrC(C(C)Br)C (dibromobutane). As a reaction SMILES: [Mg].Br[CH:3]([CH3:7])[CH:4](Br)[CH3:5].CN(C)CCN(C)C.[C:16]1([C@H:22]([N:24]2[C@H:28]3[CH2:29][S:30][C:31](=O)[C@H:27]3[N:26]([CH2:33][C:34]3[CH:39]=[CH:38][CH:37]=[CH:36][CH:35]=3)[C:25]2=[O:40])[CH3:23])[CH:21]=[CH:20][CH:19]=[CH:18][CH:17]=1.[C:41](=[O:43])=[O:42].Cl>O1CCCC1>[C:16]1([C@H:22]([N:24]2[C@H:28]3[CH2:29][S:30][C:31](=[C:7]([CH2:3][CH2:4][CH3:5])[C:41]([OH:43])=[O:42])[C@H:27]3[N:26]([CH2:33][C:34]3[CH:35]=[CH:36][CH:37]=[CH:38][CH:39]=3)[C:25]2=[O:40])[CH3:23])[CH:17]=[CH:18][CH:19]=[CH:20][CH:21]=1. Run at temperature 0 celsius, time 2 hour. The product is C1(=CC=CC=C1)[C@@H](C)N1C(N([C@H]2[C@@H]1CSC2=C(C(=O)O)CCC)CC2=CC=CC=C2)=O ((3aS,6aR)-hexahydro-1-[(R)-(1-phenylethyl)]-2-oxo-3-benzylthieno[3,4-d]imidazol-4-ylidene pentanoic acid). Reactants: FC1=C(C(=CC(=C1)OCC1=CC=C(C=C1)CN(C=1SC=C(N1)C1=CC=CC=C1)CCC1=CC=CC=C1)F)CCC(=O)OCC (ethyl 3-[2,6-difluoro-4-[[4-[[(2-phenylethyl)(4-phenyl-1,3-thiazol-2-yl)amino]methyl]benzyl]oxy]phenyl]-propanoate), [OH-].[K+] (potassium hydroxide). The solvent is C(C)(=O)OCC (ethyl acetate), O1CCCC1 (tetrahydrofuran), C(C)O (ethanol). Run at time 18 hour. Yields the product FC1=C(C(=CC(=C1)OCC1=CC=C(C=C1)CN(C=1SC=C(N1)C1=CC=CC=C1)CCC1=CC=CC=C1)F)CCC(=O)O (3-[2,6-difluoro-4-[[4-[[(2-phenylethyl)(4-phenyl-1,3-thiazol-2-yl)amino]methyl]benzyl]oxy]phenyl]propanoic acid). The yield is 94.6%. As a reaction SMILES: [F:1][C:2]1[CH:7]=[C:6]([O:8][CH2:9][C:10]2[CH:15]=[CH:14][C:13]([CH2:16][N:17]([CH2:29][CH2:30][C:31]3[CH:36]=[CH:35][CH:34]=[CH:33][CH:32]=3)[C:18]3[S:19][CH:20]=[C:21]([C:23]4[CH:28]=[CH:27][CH:26]=[CH:25][CH:24]=4)[N:22]=3)=[CH:12][CH:11]=2)[CH:5]=[C:4]([F:37])[C:3]=1[CH2:38][CH2:39][C:40]([O:42]CC)=[O:41].[OH-].[K+]>O1CCCC1.C(O)C.C(OCC)(=O)C>[F:1][C:2]1[CH:7]=[C:6]([O:8][CH2:9][C:10]2[CH:15]=[CH:14][C:13]([CH2:16][N:17]([CH2:29][CH2:30][C:31]3[CH:32]=[CH:33][CH:34]=[CH:35][CH:36]=3)[C:18]3[S:19][CH:20]=[C:21]([C:23]4[CH:28]=[CH:27][CH:26]=[CH:25][CH:24]=4)[N:22]=3)=[CH:12][CH:11]=2)[CH:5]=[C:4]([F:37])[C:3]=1[CH2:38][CH2:39][C:40]([OH:42])=[O:41] |f:1.2|. Procedure details: That is, ethyl 3-[2,6-difluoro-4-[[4-[[(2-phenylethyl)(4-phenyl-1,3-thiazol-2-yl)amino]methyl]benzyl]oxy]phenyl]-propanoate (300 mg, 0.49 mmol) was dissolved in a mixed solvent of tetrahydrofuran (8 mL) and ethanol (8 mL). Thereto was added an aqueous solution (5 mL) of 85% potassium hydroxide (100 mg, 1.51 mmol), and the mixture was stirred at room temperature for 18 hr. The reaction solution was diluted with ethyl acetate, washed successively with aqueous citric acid solution, water and satura... The reactants are Br.NC=1SC=C(N1)C1=CC(=C(NS(=O)(=O)C)C=C1)SC1=C(C=C(C=C1)F)F (4'-(2-amino-4-thiazolyl)-2'-(2,4-difluorophenylthio)methanesulfonanilide hydrobromide), CS(=O)(=O)Cl (methanesulfonyl chloride), [OH-].[K+] (potassium hydroxide). Run in CO (methanol), N1=CC=CC=C1 (pyridine). Run at time 8 hour. Yields the product FC1=C(C=CC(=C1)F)SC1=C(NS(=O)(=O)C)C=CC(=C1)C=1N=C(SC1)NS(=O)(=O)C (2'-(2,4-difluorophenylthio)-4'-[2-(methanesulfonamido)-4-thiazolyl]methanesulfonanilide). Yield: 21.8%. Reaction SMILES: Br.[NH2:2][C:3]1[S:4][CH:5]=[C:6]([C:8]2[CH:18]=[CH:17][C:11]([NH:12][S:13]([CH3:16])(=[O:15])=[O:14])=[C:10]([S:19][C:20]3[CH:25]=[CH:24][C:23]([F:26])=[CH:22][C:21]=3[F:27])[CH:9]=2)[N:7]=1.[CH3:28][S:29](Cl)(=[O:31])=[O:30].[OH-].[K+]>N1C=CC=CC=1.CO>[F:27][C:21]1[CH:22]=[C:23]([F:26])[CH:24]=[CH:25][C:20]=1[S:19][C:10]1[CH:9]=[C:8]([C:6]2[N:7]=[C:3]([NH:2][S:29]([CH3:28])(=[O:31])=[O:30])[S:4][CH:5]=2)[CH:18]=[CH:17][C:11]=1[NH:12][S:13]([CH3:16])(=[O:15])=[O:14] |f:0.1,3.4|. Procedure details: A mixture of 4'-(2-amino-4-thiazolyl)-2'-(2,4-difluorophenylthio)methanesulfonanilide hydrobromide (1.2 g) and methanesulfonyl chloride (0.556 g) in pyridine (5 ml) was stirred at room temperature overnight. The reaction mixture was concentrated. The residue was dissolved in ethyl acetate, washed with dilute hydrochloric acid, dried and evaporated. The residue obtained was dissolved in methanol and treated with potassium hydroxide (0.4 g). The solution was concentrated and the residue was dissol...